From a dataset of the Open Reaction Database (ORD), a public repository of structured organic reaction records. describe an organic reaction: reactants, conditions, products, and yield Starting materials: [BH3-]C#N, CC(=O)O, CO, CC(C)C(C=O)NC(=O)C(CC(=O)N1CCOCC1)c1ccc(F)cc1, COc1ccc(N)cn1, [Na+]. Product: COc1ccc(NCC(NC(=O)C(CC(=O)N2CCOCC2)c2ccc(F)cc2)C(C)C)cn1. RXN SMILES: [C:40]([BH3-:41])#[N:42].[CH3:36][C:37](=[O:38])[OH:39].[CH3:44][OH:45].[F:1][c:2]1[cH:3][cH:4][c:5]([CH:8]([C:9](=[O:10])[NH:11][CH:12]([CH:13]([CH3:14])[CH3:15])[CH:16]=[O:17])[CH2:18][C:19](=[O:20])[N:21]2[CH2:22][CH2:23][O:24][CH2:25][CH2:26]2)[cH:6][cH:7]1.[NH2:27][c:28]1[cH:29][cH:30][c:31]([O:34][CH3:35])[n:32][cH:33]1.[Na+:43]>>[F:1][c:2]1[cH:3][cH:4][c:5]([CH:8]([C:9](=[O:10])[NH:11][CH:12]([CH:13]([CH3:14])[CH3:15])[CH2:16][NH:27][c:28]2[cH:29][cH:30][c:31]([O:34][CH3:35])[n:32][cH:33]2)[CH2:18][C:19](=[O:20])[N:21]2[CH2:22][CH2:23][O:24][CH2:25][CH2:26]2)[cH:6][cH:7]1. Reactants: CCO, O=C[O-], CC(C)(C)OC(=O)CC(Nc1ccccc1[N+](=O)[O-])c1ccccc1, [NH4+], O. Yields the product CC(C)(C)OC(=O)CC(Nc1ccccc1N)c1ccccc1. As a reaction SMILES: [CH3:30][CH2:31][OH:32].[CH:26]([O-:27])=[O:28].[N+:1]([O-:2])(=[O:3])[c:4]1[c:5]([NH:6][CH:7]([CH2:8][C:9](=[O:10])[O:11][C:12]([CH3:13])([CH3:14])[CH3:15])[c:16]2[cH:17][cH:18][cH:19][cH:20][cH:21]2)[cH:22][cH:23][cH:24][cH:25]1.[NH4+:29].[OH2:33]>>[NH2:1][c:4]1[c:5]([NH:6][CH:7]([CH2:8][C:9](=[O:10])[O:11][C:12]([CH3:13])([CH3:14])[CH3:15])[c:16]2[cH:17][cH:18][cH:19][cH:20][cH:21]2)[cH:22][cH:23][cH:24][cH:25]1. The reactants are Brc1ccncc1, O=C([O-])O, CCOC(C)=O, CCOCC, Cl, [Na+], c1ccccc1, c1ccc(P(c2ccccc2)(c2ccccc2)[Pd](P(c2ccccc2)(c2ccccc2)c2ccccc2)(P(c2ccccc2)(c2ccccc2)c2ccccc2)P(c2ccccc2)(c2ccccc2)c2ccccc2)cc1, C[Sn](C)(C)c1cncs1. The product is c1cc(-c2cncs2)ccn1. As a reaction SMILES: [Br:12][c:13]1[cH:14][cH:15][n:16][cH:17][cH:18]1.[C:6](=[O:7])([OH:8])[O-:9].[CH3:105][CH2:106][O:107][C:108](=[O:109])[CH3:110].[CH3:1][CH2:2][O:3][CH2:4][CH3:5].[ClH:11].[Na+:10].[cH:111]1[cH:112][cH:113][cH:114][cH:115][cH:116]1.[cH:28]1[cH:29][cH:30][c:31]([P:32]([Pd:33]([P:34]([c:35]2[cH:36][cH:37][cH:38][cH:39][cH:40]2)([c:41]2[cH:42][cH:43][cH:44][cH:45][cH:46]2)[c:47]2[cH:48][cH:49][cH:50][cH:51][cH:52]2)([P:53]([c:54]2[cH:55][cH:56][cH:57][cH:58][cH:59]2)([c:60]2[cH:61][cH:62][cH:63][cH:64][cH:65]2)[c:66]2[cH:67][cH:68][cH:69][cH:70][cH:71]2)[P:72]([c:73]2[cH:74][cH:75][cH:76][cH:77][cH:78]2)([c:79]2[cH:80][cH:81][cH:82][cH:83][cH:84]2)[c:85]2[cH:86][cH:87][cH:88][cH:89][cH:90]2)([c:91]2[cH:92][cH:93][cH:94][cH:95][cH:96]2)[c:97]2[cH:98][cH:99][cH:100][cH:101][cH:102]2)[cH:103][cH:104]1.[s:19]1[cH:20][n:21][cH:22][c:23]1[Sn:24]([CH3:25])([CH3:26])[CH3:27]>>[c:13]1(-[c:23]2[s:19][cH:20][n:21][cH:22]2)[cH:14][cH:15][n:16][cH:17][cH:18]1. The reactants are stainless steel, C(CO)O (ethylene glycol), N1CCOCC1 (morpholine), RuCl3 (PPh3)3, N1CCOCC1 (morpholine). Reaction conditions: temperature 180 celsius. The product is OCCN1CCOCC1 (hydroxyethylmorpholine), O1CCN(CC1)C(C)N1CCOCC1 (bismorpholinoethane). Yield: 3.0%. Reaction SMILES: [CH2:1]([OH:4])[CH2:2]O.[NH:5]1[CH2:10][CH2:9][O:8][CH2:7][CH2:6]1>>[OH:8][CH2:7][CH2:6][N:5]1[CH2:2][CH2:1][O:4][CH2:9][CH2:10]1.[O:8]1[CH2:9][CH2:10][N:5]([CH:6]([N:5]2[CH2:2][CH2:1][O:4][CH2:9][CH2:10]2)[CH3:7])[CH2:6][CH2:7]1. Procedure details: A 22 ml stainless steel Parr bomb reactor was charged with 5.5 g ethylene glycol (88.6 mol), 1.01 g morpholine (11.5 mol), 130 mg RuCl3 (PPh3)3 (1.3×10-4 mol) 250 mg PPh3 (9.5×10-4 mol) 0.52 g N-methylpyrrolidinone (as internal standard) and a magnetic stirring bar in a nitrogen-filled glove box. The bomb was sealed and placed in a previously-heated oil bath with stirring. After heating for 2.5 h at 180° C., the reactor pressure was 44 psig. At this point, the bomb was cooled to room temperature... Starting materials: ClCC1=CC(=CC=C1)F (1-chloromethyl-3-fluoro-benzene), C(C)(C)(C)OC(NCCC1=CC(=C(C=C1)O)OC)=O ([2-(4-hydroxy-3-methoxy-phenyl)-ethyl]-carbamic acid tert-butyl ester), C(=O)([O-])[O-].[K+].[K+] (K2CO3), [I-].[K+] (potassium iodide), CN(C=O)C (dimethylformamide), CN(C=O)C (dimethylformamide). Conditions: time 8 hour. The product is Cl.FC=1C=C(COC2=C(C=C(C=C2)CCNCC(=O)NC)OC)C=CC1 (2-[2-[4-(3-Fluoro-benzyloxy)-3-methoxy-phenyl]-ethylamino]-N-methyl-acetamide hydrochloride). Isolated yield 74.0%. As a reaction SMILES: [Cl:1][CH2:2][C:3]1[CH:8]=[CH:7][CH:6]=[C:5]([F:9])[CH:4]=1.C(O[C:15](=O)[NH:16][CH2:17][CH2:18][C:19]1[CH:24]=[CH:23][C:22]([OH:25])=[C:21]([O:26][CH3:27])[CH:20]=1)(C)(C)C.C([O-])([O-])=O.[K+].[K+].[I-].[K+].[CH3:37][N:38](C)[CH:39]=[O:40]>>[ClH:1].[F:9][C:5]1[CH:4]=[C:3]([CH:8]=[CH:7][CH:6]=1)[CH2:2][O:25][C:22]1[CH:23]=[CH:24][C:19]([CH2:18][CH2:17][NH:16][CH2:15][C:39]([NH:38][CH3:37])=[O:40])=[CH:20][C:21]=1[O:26][CH3:27] |f:2.3.4,5.6,8.9|. Procedure: 34.6 g (0.23 mol) of 1-chloromethyl-3-fluoro-benzene in 50 ml of dry dimethylformamide were added to a suspension of 55.9 g (0.209 mol) of [2-(4-hydroxy-3-methoxy-phenyl)-ethyl]-carbamic acid tert-butyl ester, 43 g of K2CO3 and 3.4 g of potassium iodide in 400 ml of dry dimethylformamide. The reaction was stirred at room temperature overnight. Solvent was removed, water was added to the residue and the product was extracted with ethyl acetate. The crude oil obtained was triturated with diethyl e...